Dataset: the Open Reaction Database (ORD), a public repository of structured organic reaction records. Task: describe an organic reaction: reactants, conditions, products, and yield Reactants: ClCCl, Fc1ccc2cnccc2c1, O=C(OO)c1cccc(Cl)c1. Yields the product [O-][n+]1ccc2cc(F)ccc2c1. As a reaction SMILES: [Cl:23][CH2:24][Cl:25].[F:1][c:2]1[cH:3][c:4]2[cH:5][cH:6][n:7][cH:8][c:9]2[cH:10][cH:11]1.[OH:12][O:13][C:14]([c:15]1[cH:16][c:17]([Cl:18])[cH:19][cH:20][cH:21]1)=[O:22]>>[F:1][c:2]1[cH:3][c:4]2[cH:5][cH:6][n+:7]([O-:12])[cH:8][c:9]2[cH:10][cH:11]1. The reactants are Br.OC1=CC=2C(=C(NC=CC2)C2NCCC(C2)N)C=C1 (7-Hydroxy- 1,3,4,5-tetrahydro-2-benzo[c]azepinyl-4-pyridinylamine hydrobromide), C([O-])(O)=O.[Na+] (sodium bicarbonate). The product is OC1=CC=2C(=C(NC=CC2)C2NCCC(C2)N)C=C1 (7-hydroxy-1,3,4,5-tetrahydro-2-benzo[c]azepinyl-4-pyridinylamine). Reaction SMILES: Br.[OH:2][C:3]1[CH:20]=[CH:19][C:6]2=[C:7]([CH:12]3[CH2:17][CH:16]([NH2:18])[CH2:15][CH2:14][NH:13]3)[NH:8][CH:9]=[CH:10][CH:11]=[C:5]2[CH:4]=1.C(=O)(O)[O-].[Na+]>>[OH:2][C:3]1[CH:20]=[CH:19][C:6]2=[C:7]([CH:12]3[CH2:17][CH:16]([NH2:18])[CH2:15][CH2:14][NH:13]3)[NH:8][CH:9]=[CH:10][CH:11]=[C:5]2[CH:4]=1 |f:0.1,2.3|. Procedure details: To a solution of (7-methoxy-1,3,4,5-tetrahydro-2-benzo[c]azepinyl)-4-pyridinylamine in dichloromethane (50 ml) was added boron tribromide (3.9 ml) at 0° C. The reaction mixture was stirred for 2 hrs at ambient temperature, methanol was added, and the mixture was concentrated in vacuo to afford (7-hydroxy-1,3,4,5-tetrahydro-2-benzo[c]azepinyl-4-pyridinylamine hydrobromide. (7-Hydroxy- 1,3,4,5-tetrahydro-2-benzo[c]azepinyl-4-pyridinylamine hydrobromide was neutralized with sodium bicarbonate solut... The reactants are CC(CN1C(N(C2=NC(=CC=C21)C2C(C2C)C(=O)OCC)C)=O)(C)C (Ethyl 2-[1-(2,2-dimethylpropyl)-3-methyl-2-oxo-2,3-dihydro-1H-imidazo[4,5-b]pyridin-5-yl]-3-methylcyclopropanecarboxylate), CC(C)C[AlH]CC(C)C (DIBAL-H). The solvent is C1CCOC1 (THF). Conditions: temperature 0 celsius, time 2 hour. Yields the product CC(CN1C(N(C2=NC(=CC=C21)C2C(C2C)CO)C)=O)(C)C (1-(2,2-Dimethylpropyl)-5-[2-(hydroxymethyl)-3-methylcyclopropyl]-3-methyl-1,3-dihydro-2H-imidazo[4,5-b]pyridin-2-one). Reaction SMILES: [CH3:1][C:2]([CH3:25])([CH3:24])[CH2:3][N:4]1[C:12]2[C:7](=[N:8][C:9]([CH:13]3[CH:15]([CH3:16])[CH:14]3[C:17](OCC)=[O:18])=[CH:10][CH:11]=2)[N:6]([CH3:22])[C:5]1=[O:23].CC(C[AlH]CC(C)C)C>C1COCC1>[CH3:24][C:2]([CH3:1])([CH3:25])[CH2:3][N:4]1[C:12]2[C:7](=[N:8][C:9]([CH:13]3[CH:15]([CH3:16])[CH:14]3[CH2:17][OH:18])=[CH:10][CH:11]=2)[N:6]([CH3:22])[C:5]1=[O:23]. Procedure: Ethyl 2-[1-(2,2-dimethylpropyl)-3-methyl-2-oxo-2,3-dihydro-1H-imidazo[4,5-b]pyridin-5-yl]-3-methylcyclopropanecarboxylate (33-2, 192 mg, 0.55 mmol, 1.0 equiv) was added to anhydrous THF (2.7 mL) and cooled to 0° C. DIBAL-H (2.78 mL, 2.78 mmol, 5.0 equiv, 1.0M in THF) was added dropwise and the resulting solution was stirred at 0° C. for 2 h. The reaction was then quenched by the addition of saturated Rochelle salts (20 mL), diluted with EtOAc (10 mL) and stirred at RT for 18 h. Following this du... Starting materials: ice, C1(CC1)N1C=C(C(C2=CC(=C(N=C12)Cl)F)=O)C(=O)O (1-cyclopropyl-7-chloro-6-fluoro-4-oxo-1,4-dihydro-1,8-naphthyridine-3-carboxylic acid), [OH-].[K+] (potassium hydroxide), C(C)S (ethanethiol). Solvent: CN(C=O)C (N,N-dimethylformamide), C(C)O (ethanol). Run at temperature 60 celsius, time 15 minute. Product: C1(CC1)N1C=C(C(C2=CC(=C(N=C12)SCC)F)=O)C(=O)O (1-Cyclopropyl-7-(ethylthio)-6-fluoro-1,4-dihydro-4-oxo-1,8-naphthyridine-3-carboxylic acid). Isolated yield 83.8%. Reaction SMILES: [CH:1]1([N:4]2[C:13]3[C:8](=[CH:9][C:10]([F:15])=[C:11](Cl)[N:12]=3)[C:7](=[O:16])[C:6]([C:17]([OH:19])=[O:18])=[CH:5]2)[CH2:3][CH2:2]1.[OH-].[K+].[CH2:22]([SH:24])[CH3:23]>CN(C)C=O.C(O)C>[CH:1]1([N:4]2[C:13]3[C:8](=[CH:9][C:10]([F:15])=[C:11]([S:24][CH2:22][CH3:23])[N:12]=3)[C:7](=[O:16])[C:6]([C:17]([OH:19])=[O:18])=[CH:5]2)[CH2:3][CH2:2]1 |f:1.2|. Procedure details: A solution of 3.40 g (12 mmol) 1-cyclopropyl-7-chloro-6-fluoro-4-oxo-1,4-dihydro-1,8-naphthyridine-3-carboxylic acid in 60 ml N,N-dimethylformamide heated to 60° C. was treated with a solution of 3.36 g (60 mmol) potassium hydroxide and 6 ml (81 mmol) ethanethiol in 30 ml absolute ethanol. After stirring 15 minutes at 60° C. the mixture was poured into 240 ml ice cold 0.5 N hydrochloric acid, and the precipitate was filtered, washed with water and crystallized from acetic acid--water to give 3.1... Reactants: NCCC1=CC(O)=C(O)C=C1 (dopamine), Cl.Cl.FC1=CC=C(C=C1)C(OCCN1CCN(CC1)CCCC1=CC=CC=C1)C1=CC=C(C=C1)F (1-[2-[bis(4-Fluorophenyl)methoxy]ethyl]-4-[3-phenylpropyl]piperazine dihydrochloride), NCCC1=CC(O)=C(O)C=C1 (dopamine), CN1[C@H]2CC[C@@H]1[C@H]([C@H](C2)C3=CC=C(C=C3)F)C(=O)OC ([3H]WIN 35,428), final ligand, C1CN(CCN1CCCC2=CC=CC=C2)CCOC(C3=CC=C(C=C3)F)C4=CC=C(C=C4)F (GBR 12909). The product is Cl.ClC=1C=C(C=CC1Cl)C12CNCC2C1 ((−)-1-(3,4-Dichlorophenyl)-3-azabicyclo[3.1.0]hexane HCl). As a reaction SMILES: NCCC1C=CC(O)=C(O)C=1.C[N:13]1[C@H:17]2[C@@H:18]([C:28](OC)=O)[C@@H:19]([C:21]3[CH:26]=[CH:25][C:24](F)=[CH:23][CH:22]=3)[CH2:20][C@@H]1CC2.[ClH:32].[ClH:33].FC1C=CC(C(C2C=CC(F)=CC=2)OCCN2CCN(CCCC3C=CC=CC=3)CC2)=CC=1.C1N(CCCC2C=CC=CC=2)CCN(CCOC(C2C=CC(F)=CC=2)C2C=CC(F)=CC=2)C1>>[ClH:32].[Cl:32][C:25]1[CH:26]=[C:21]([C:19]23[CH2:28][CH:18]2[CH2:17][NH:13][CH2:20]3)[CH:22]=[CH:23][C:24]=1[Cl:33] |f:2.3.4,6.7|. Reported procedure: The dopamine uptake transporter binding assay was performed according to the methods described in Madras et al., 1989, Mol. Pharmacol. 36(4):518–524 and Javitch et al., 1984, Mol. Pharmacol. 26(1):35–44. The receptor source was guinea pig striatal membranes; the radioligand was [3H]WIN 35,428 (DuPont-NEN, Boston, Mass.) (60–87 Ci/mmol) at a final ligand concentration of 2.0 nM; the non-specific determinant 1 μM 1-[2-[bis(4-Fluorophenyl)methoxy]ethyl]-4-[3-phenylpropyl]piperazine dihydrochloride ... Procedure: to a solution of 2,3-dihydro-7-methyl-9-[2,2,2-trifluoro-1-hydroxy-1-(trifluoromethyl)ethyl]-5H-pyrido[1,2,3-de]-1,4-benzoxazin-5-one in dimethylformamide is added sodium hydride and dimethyl sulfate. The solution is stirred for 24 hours, treated with ethanol and added to water. The resultant recipitate is filtered, triterated with 10% sodium hydroxide solution and filtered. The residual solid is recrystallized to give 2,3-dihydro-7-methyl-9-[2,2,2-trifluoro-1-methoxy-1-(trifluoromethyl) ethyl]-... Yields the product CC1=CC(N2CCOC=3C2=C1C=C(C3)C(C(F)(F)F)(C(F)(F)F)OC)=O (2,3-dihydro-7-methyl-9-[2,2,2-trifluoro-1-methoxy-1-(trifluoromethyl) ethyl]-5H-pyrido[1,2,3-de]-1,4-benzoxazin-5-one). As a reaction SMILES: [CH3:1][C:2]1[C:11]2[CH:12]=[C:13]([C:15]([OH:24])([C:20]([F:23])([F:22])[F:21])[C:16]([F:19])([F:18])[F:17])[CH:14]=[C:9]3[C:10]=2[N:5]([CH2:6][CH2:7][O:8]3)[C:4](=[O:25])[CH:3]=1.[H-].[Na+].S(OC)(O[CH3:32])(=O)=O.C(O)C>CN(C)C=O.O>[CH3:1][C:2]1[C:11]2[CH:12]=[C:13]([C:15]([O:24][CH3:32])([C:16]([F:17])([F:18])[F:19])[C:20]([F:23])([F:22])[F:21])[CH:14]=[C:9]3[C:10]=2[N:5]([CH2:6][CH2:7][O:8]3)[C:4](=[O:25])[CH:3]=1 |f:1.2|. Run in CN(C=O)C (dimethylformamide), O (water). Run at time 24 hour. Starting materials: CC1=CC(N2CCOC=3C2=C1C=C(C3)C(C(F)(F)F)(C(F)(F)F)O)=O (2,3-dihydro-7-methyl-9-[2,2,2-trifluoro-1-hydroxy-1-(trifluoromethyl)ethyl]-5H-pyrido[1,2,3-de]-1,4-benzoxazin-5-one), [H-].[Na+] (sodium hydride), S(=O)(=O)(OC)OC (dimethyl sulfate), C(C)O (ethanol). Reactants: [I-].[Li+] (lithium iodide), S([Li])[Li] (Li2S), zirconia, mixture, zirconia, P12(=S)SP3(=S)SP(=S)(S1)SP(=S)(S2)S3 (P2S5), [I-].[Li+] (LiI), S([Li])[Li] (Li2S), [S-2].[Li+].[Li+] (lithium sulfide), P12(=S)SP3(=S)SP(=S)(S1)SP(=S)(S2)S3 (phosphorus pentasulfide), P12(=S)SP3(=S)SP(=S)(S1)SP(=S)(S2)S3 (P2S5). Run in CCCCCCC (heptane). Reaction conditions: time 1 hour. Yields the product sulfide, [I-].[Li+].S([Li])[Li].P12(=S)SP3(=S)SP(=S)(S1)SP(=S)(S2)S3 (LiI Li2S P2S5). As a reaction SMILES: [S-2].[Li+].[Li+].[P:4]12([S:16][P:14]3([S:17][P:7]([S:9][P:10]([S:13]3)([S:12]1)=[S:11])(=[S:8])[S:6]2)=[S:15])=[S:5].[I-:18].[Li+].[S:20]([Li:22])[Li:21]>CCCCCCC>[I-:18].[Li+:21].[S:20]([Li:22])[Li:21].[P:4]12([S:6][P:7]3([S:9][P:10]([S:13][P:14]([S:17]3)([S:16]1)=[S:15])(=[S:11])[S:12]2)=[S:8])=[S:5] |f:0.1.2,4.5,8.9.10.11|. Reported procedure: As the starting materials, lithium sulfide (Li2S), phosphorus pentasulfide (P2S5) and lithium iodide (LiI) were used. After measuring Li2S and P2S5 to have a molar ratio of Li2S:P2S5=75:25, LiI was measured to be 30 mol % so as to be mixed in an agate mortar together. Then, 1 g of the mixture was introduced into a 45 ml of zirconia pot, 4 g of dehydrated heptane (moisture content 30 ppm or less) was introduced, and furthermore, a zirconia ball (φ5.5 mm, 53 g) was introduced, and then the pot was...